This data is from the Open Reaction Database (ORD), a public repository of structured organic reaction records. The task is: describe an organic reaction: reactants, conditions, products, and yield Reactants: C(C)C=1C=CC(=NC1)C (5-Ethyl-2-methyl-pyridine), C(C)(=O)OC(C)=O (acetic anhydride), CrO3, S(O)(O)(=O)=O (Sulfuric acid), C(=O)([O-])[O-].[Na+].[Na+] (Na2CO3), [Cr](=O)(=O)(O)O (chromic acid). Run in C(C)(=O)O (acetic acid), O (water). Run at temperature 25 celsius, time 24 hour. The product is CC1=CC=C(C=N1)C(C)=O (1-(6-Methyl-pyridin-3-yl)-ethanone). Yield: 36.6%. RXN SMILES: [CH2:1]([C:3]1[CH:4]=[CH:5][C:6]([CH3:9])=[N:7][CH:8]=1)[CH3:2].S(=O)(=O)(O)[OH:11].C(OC(=O)C)(=O)C.C([O-])([O-])=O.[Na+].[Na+].[Cr](O)(O)(=O)=O>O.C(O)(=O)C>[CH3:9][C:6]1[N:7]=[CH:8][C:3]([C:1](=[O:11])[CH3:2])=[CH:4][CH:5]=1 |f:3.4.5|. Procedure: 5-Ethyl-2-methyl-pyridine (40 g, 0.33 mol) was placed in a three-necked flask immersed in an ice bath and equipped with an efficient mechanical stirrer, a thermometer and a dropping funnel. Sulfuric acid (14.9 ml, 0.26 mol) was added with vigorous stirring. Then acetic acid (47.5 ml), acetic anhydride (46.3 ml) and finally CrO3 (44 g, 0.44 mol) were added in small portions, at a rate to maintain the temperature of the reaction mixture between 20-30° C. Stirring was continued for 24 hours. Then 2... Starting materials: C12C(C(C(CC1)C2)=O)=O (bicyclo[2.2.1]heptane-2,3-dione), COP(OC)(=O)CC(C(C)(C)C)=O ((3,3-dimethyl-2-oxo-butyl)-phosphonic acid dimethyl ester), O.NN (hydrazine monohydrate). Product: C(C)(C)(C)C1=NN=C2C3CCC(C2=C1)C3 ((1SR,8RS)-5-tert-Butyl-3,4-diaza-tricyclo[6.2.1.02,7]undeca-2,4,6-triene). RXN SMILES: [CH:1]12[CH2:7][CH:4]([CH2:5][CH2:6]1)[C:3](=O)[C:2]2=O.COP([CH2:16][C:17](=O)[C:18]([CH3:21])([CH3:20])[CH3:19])(=O)OC.O.[NH2:24][NH2:25]>>[C:18]([C:17]1[CH:16]=[C:3]2[C:2]([CH:1]3[CH2:7][CH:4]2[CH2:5][CH2:6]3)=[N:25][N:24]=1)([CH3:21])([CH3:20])[CH3:19] |f:2.3|. Reported procedure: off-white crystalline solid. MS (EI): 245.2 (M+). Prepared from bicyclo[2.2.1]heptane-2,3-dione, (3,3-dimethyl-2-oxo-butyl)-phosphonic acid dimethyl ester, hydrazine monohydrate. As a reaction SMILES: [Cl:1][C:2]1[CH:3]=[CH:4][C:5]2[O:9][C:8](/[CH:10]=[CH:11]/[CH:12]=[C:13](\[O:17][CH3:18])/[C:14]([OH:16])=O)=[CH:7][C:6]=2[CH:19]=1.CN(C)[CH2:22][CH2:23]CN.O.ON1[C:33]2[N:34]=[CH:35][CH:36]=[CH:37][C:32]=2N=N1.Cl.C[N:40](C)CCCN=C=NCC>CN(C=O)C>[Cl:1][C:2]1[CH:3]=[CH:4][C:5]2[O:9][C:8](/[CH:10]=[CH:11]/[CH:12]=[C:13](\[O:17][CH3:18])/[C:14]([NH:40][CH2:37][CH2:36][CH2:35][N:34]([CH2:33][CH3:32])[CH2:22][CH3:23])=[O:16])=[CH:7][C:6]=2[CH:19]=1 |f:2.3,4.5|. The yield is 48.0%. Procedure details: A solution of (2Z,4E)-5-(5-chlorobenzofuran-2-yl)-2-methoxy-2,4-pentadienoic acid (88 mg, 0.32 mmol), 3-dimethylamino propylamine (46 mg, 0.35 mmol), 1-hydroxy-7-azabenzotriazole hydrate (44 mg, 0.32 mmol) and 1-(3-dimethylaminopropyl)-3-ethylcarbodiimide hydrochloride (62 mg, 0.5 mmol) in DMF (2 ml) was stirred at RT for 6 hours. After the same work up as seen in example 3 pure title compound was obtained (60 mg, 0.153 mmol, yield 48.0%) as yellow crystals, mp.=150° dec. The solvent is CN(C)C=O (DMF). Starting materials: ClC=1C=CC2=C(C=C(O2)/C=C/C=C(/C(=O)O)\OC)C1 ((2Z,4E)-5-(5-chlorobenzofuran-2-yl)-2-methoxy-2,4-pentadienoic acid), CN(CCCN)C (3-dimethylamino propylamine), O.ON1N=NC2=C1N=CC=C2 (1-hydroxy-7-azabenzotriazole hydrate), Cl.CN(CCCN=C=NCC)C (1-(3-dimethylaminopropyl)-3-ethylcarbodiimide hydrochloride). The product is ClC=1C=CC2=C(C=C(O2)/C=C/C=C(/C(=O)NCCCN(CC)CC)\OC)C1 ((2Z,4E)-5-(5-Chlorobenzofuran-2-yl)-N-(3-diethylaminopropyl)-2-methoxy-2,4-pentadienamide). Reactants: BrC1=NC=2N(C(NC(C2N1C)=O)=O)C (8-bromo-3,7-dimethylxanthine), [H-].[Na+] (sodium hydride), C(C)(=O)OC(CCCC[C@@H](CCCCC)Cl)C ((R)-5-acetoxyhexyl-1-chlorohexane). Solvent: CS(=O)C (dimethylsulfoxide). Run at time 1.5 hour. Product: C(C)(=O)O[C@@H](CCCCN1C(=O)N(C=2N=C(N(C2C1=O)C)Br)C)C ((R)-1-(5-acetoxyhexyl)-8-bromo-3, 7-dimethylxanthine). The yield is 73.6%. Reaction SMILES: [H-].[Na+].[Br:3][C:4]1[N:12]([CH3:13])[C:11]2[C:10](=[O:14])[NH:9][C:8](=[O:15])[N:7]([CH3:16])[C:6]=2[N:5]=1.[C:17]([O:20][CH:21]([CH3:33])[CH2:22][CH2:23][CH2:24][CH2:25][C@H](Cl)CCCCC)(=[O:19])[CH3:18]>CS(C)=O>[C:17]([O:20][C@H:21]([CH3:33])[CH2:22][CH2:23][CH2:24][CH2:25][N:9]1[C:10](=[O:14])[C:11]2[N:12]([CH3:13])[C:4]([Br:3])=[N:5][C:6]=2[N:7]([CH3:16])[C:8]1=[O:15])(=[O:19])[CH3:18] |f:0.1|. Procedure: To a stirring suspension of sodium hydride (740 mg, 30.8 mmol) in anhydrous dimethylsulfoxide (120 ml) was added 8-bromo-3,7-dimethylxanthine (6.5 g, 25.0 mmol). After stirring at room temperature under argon for 1.5 hours, (R)-5-acetoxyhexyl-1-chlorohexane (4.91 g, 27.5 mmol) was added and the mixture was stirred at 80° C. for 18 hours. After cooling to room temperature, the reaction mixture was quenched by addition of saturated aqueous sodium chloride solution (300 ml) and extracted with ethyl... Solvent: C(Cl)Cl (DCM), C(Cl)Cl (DCM). Product: C(C1=CC=CC=C1)OC(=O)N(CC(=O)NC1CN(C1)C(=O)OC(C)(C)C)C1=CC=NC2=CC=C(C=C12)C(F)(F)F (tert-butyl 3-(2-(((benzyloxy)carbonyl)(6-(trifluoromethyl)quinolin-4-yl)amino)acetamido)azetidine-1-carboxylate). As a reaction SMILES: [CH2:1]([O:8][C:9]([N:11]([C:16]1[C:25]2[C:20](=[CH:21][CH:22]=[C:23]([C:26]([F:29])([F:28])[F:27])[CH:24]=2)[N:19]=[CH:18][CH:17]=1)[CH2:12][C:13]([OH:15])=O)=[O:10])[C:2]1[CH:7]=[CH:6][CH:5]=[CH:4][CH:3]=1.CCN=C=NCCCN(C)C.[NH2:41][CH:42]1[CH2:45][N:44]([C:46]([O:48][C:49]([CH3:52])([CH3:51])[CH3:50])=[O:47])[CH2:43]1.C1C=CC2N(O)N=NC=2C=1.C(=O)(O)[O-].[Na+]>C(Cl)Cl>[CH2:1]([O:8][C:9]([N:11]([C:16]1[C:25]2[C:20](=[CH:21][CH:22]=[C:23]([C:26]([F:29])([F:28])[F:27])[CH:24]=2)[N:19]=[CH:18][CH:17]=1)[CH2:12][C:13]([NH:41][CH:42]1[CH2:43][N:44]([C:46]([O:48][C:49]([CH3:52])([CH3:51])[CH3:50])=[O:47])[CH2:45]1)=[O:15])=[O:10])[C:2]1[CH:3]=[CH:4][CH:5]=[CH:6][CH:7]=1 |f:4.5|. Reported procedure: A solution of 2-(((benzyloxy)carbonyl)(6-(trifluoromethyl)quinolin-4-yl)amino)acetic acid (306 mg, 0.757 mmol, prepared in step F) and EDCI (217 mg, 1.13 mmol) in DCM (10 mL) was stirred until a clear solution resulted. This solution was added to a suspension of tert-butyl 3-aminoazetidine-1-carboxylate (156 mg, 0.908 mmol) and HOBt (116 mg, 0.757 mmol) in DCM (10 mL). The reaction mixture was stirred overnight at ambient temperature and poured onto saturated aqueous sodium bicarbonate, extracti... Reaction conditions: time 8 hour. Starting materials: NC1CN(C1)C(=O)OC(C)(C)C (tert-butyl 3-aminoazetidine-1-carboxylate), C=1C=CC2=C(C1)N=NN2O (HOBt), C([O-])(O)=O.[Na+] (sodium bicarbonate), C(C1=CC=CC=C1)OC(=O)N(CC(=O)O)C1=CC=NC2=CC=C(C=C12)C(F)(F)F (2-(((benzyloxy)carbonyl)(6-(trifluoromethyl)quinolin-4-yl)amino)acetic acid), CCN=C=NCCCN(C)C (EDCI). Starting materials: FC1=CC=C(C=C1)CC1=CN=C2C(=C(C(N(C2=C1)CCCS(=O)(=O)C)=O)C(=O)OCC)O (ethyl 7-[(4-fluorophenyl)methyl]-4-hydroxy-1-[3-(methylsulfonyl)propyl]-2-oxo-1,2-dihydro-1,5-naphthyridine-3-carboxylate), C(O)CN (ethanolamine). Yields the product FC1=CC=C(C=C1)CC1=CN=C2C(=C(C(N(C2=C1)CCCS(=O)(=O)C)=O)C(=O)NCCO)O (7-[(4-fluorophenyl)methyl]-4-hydroxy-N-(2-hydroxyethyl)-1-[3-(methylsulfonyl)propyl]-2-oxo-1,2-dihydro-1,5-naphthyridine-3-carboxamide). RXN SMILES: [F:1][C:2]1[CH:7]=[CH:6][C:5]([CH2:8][C:9]2[CH:18]=[C:17]3[C:12]([C:13]([OH:32])=[C:14]([C:27](OCC)=[O:28])[C:15](=[O:26])[N:16]3[CH2:19][CH2:20][CH2:21][S:22]([CH3:25])(=[O:24])=[O:23])=[N:11][CH:10]=2)=[CH:4][CH:3]=1.[CH2:33]([CH2:35][NH2:36])[OH:34]>>[F:1][C:2]1[CH:3]=[CH:4][C:5]([CH2:8][C:9]2[CH:18]=[C:17]3[C:12]([C:13]([OH:32])=[C:14]([C:27]([NH:36][CH2:35][CH2:33][OH:34])=[O:28])[C:15](=[O:26])[N:16]3[CH2:19][CH2:20][CH2:21][S:22]([CH3:25])(=[O:23])=[O:24])=[N:11][CH:10]=2)=[CH:6][CH:7]=1. Procedure: This compound was prepared from ethyl 7-[(4-fluorophenyl)methyl]-4-hydroxy-1-[3-(methylsulfonyl)propyl]-2-oxo-1,2-dihydro-1,5-naphthyridine-3-carboxylate and ethanolamine employing methods similar to those described in Example 202 and was obtained as a white solid. 1H NMR (400 MHz, CDCl3) δ 10.33 (t, J=4.9 Hz, 1 H), 8.56 (s, 1 H), 7.67 (s, 1 H), 7.22 (dd, J=8.4, 5.4 Hz, 2 H), 7.01 (t, J=8.6 Hz, 2 H), 4.37 (t, J=7.8 Hz, 2 H), 4.12 (s, 2 H), 3.86 (t, J=5.2 Hz, 2 H), 3.63 (m, 2 H), 3.14 (t, J=6.8 H... Reactants: COc1cc2c(cc1OC)CC(=O)N(CCCN(C)C1CCc3cc(OC)c(OC)cc3C1)C=C2, CC(=O)O. The product is COc1cc2c(cc1OC)CC(=O)N(CCCN(C)C1CCc3cc(OC)c(OC)cc3C1)CC2. Reaction SMILES: [CH3:1][O:2][c:3]1[cH:4][c:5]2[c:6]([cH:32][c:33]1[O:34][CH3:35])[CH2:7][C:8](=[O:31])[N:9]([CH2:12][CH2:13][CH2:14][N:15]([CH:16]1[CH2:17][c:18]3[cH:19][c:20]([O:28][CH3:29])[c:21]([O:26][CH3:27])[cH:22][c:23]3[CH2:24][CH2:25]1)[CH3:30])[CH:10]=[CH:11]2.[CH3:36][C:37](=[O:38])[OH:39]>>[CH3:1][O:2][c:3]1[cH:4][c:5]2[c:6]([cH:32][c:33]1[O:34][CH3:35])[CH2:7][C:8](=[O:31])[N:9]([CH2:12][CH2:13][CH2:14][N:15]([CH:16]1[CH2:17][c:18]3[cH:19][c:20]([O:28][CH3:29])[c:21]([O:26][CH3:27])[cH:22][c:23]3[CH2:24][CH2:25]1)[CH3:30])[CH2:10][CH2:11]2. The reactants are C1=CC=C2CCCN3C2=C1C1=C3CCCCC1 (5,6,9,10,11,12-hexahydro-4H,8H-cyclohepta[4,5]pyrrolo[3,2,1-ij]quinoline), [N+](=O)([O-])[O-].[K+] (KNO3), ice water. The solvent is S(O)(O)(=O)=O (sulfuric acid). Reaction conditions: temperature 0 celsius, time 2 hour. The product is [N+](=O)([O-])C=1C=C2CCCN3C2=C(C1)C1=C3CCCCC1 (2-nitro-5,6,9,10,11,12-hexahydro-4H,8H-cyclohepta[4,5]pyrrolo[3,2,1-ij]quinoline). Isolated yield 79.9%. As a reaction SMILES: [CH:1]1[C:10]2[C:11]3[CH2:17][CH2:16][CH2:15][CH2:14][CH2:13][C:12]=3[N:8]3[C:9]=2[C:4]([CH2:5][CH2:6][CH2:7]3)=[CH:3][CH:2]=1.[N+:18]([O-])([O-:20])=[O:19].[K+]>S(=O)(=O)(O)O>[N+:18]([C:2]1[CH:3]=[C:4]2[C:9]3=[C:10]([C:11]4[CH2:17][CH2:16][CH2:15][CH2:14][CH2:13][C:12]=4[N:8]3[CH2:7][CH2:6][CH2:5]2)[CH:1]=1)([O-:20])=[O:19] |f:1.2|. Procedure: Following the procedure of Block et al. (J. Med. Chem. 2002, 45, 3509), 5,6,9,10,11,12-hexahydro-4H,8H-cyclohepta[4,5]pyrrolo[3,2,1-ij]quinoline (1 g, 4.4 mmol) was stirred in concentrated sulfuric acid (12 mL) at 0° C. for 30 min and then KNO3 (0.45 g, 4.4 mmol) was introduced in portions. The reaction mixture was stirred for 2 hours at 0° C. and was then poured into ice water and extracted with ethyl acetate. The combined organic extracts were dried over MgSO4 and concentrated to give 0.95 g o... Starting materials: [Si](C1=CC=CC=C1)(C1=CC=CC=C1)(C(C)(C)C)OC[C@H]1CS[C@@H](O1)P(=O)(OCC)OCC (trans 5-(t-butyldiphenylsilyloxymethyl)-2-(diethyloxyphosphinoyl)-1,3-oxathiolane). Reagents/catalysts: C(C)(=O)Cl (acetyl chloride), [Cl-].[NH4+] (ammonium chloride). The solvent is CO (MeOH). Run at temperature 0 celsius, time 1 hour. Yields the product C(C)OP(=O)([C@@H]1O[C@H](CS1)CO)OCC (Trans-2-(diethyloxyphosphinoyl)-5-hydroxymethyl-1,3-oxathiolane). The yield is 12.0%. As a reaction SMILES: [Si]([O:18][CH2:19][C@@H:20]1[O:24][C@@H:23]([P:25]([O:30][CH2:31][CH3:32])([O:27][CH2:28][CH3:29])=[O:26])[S:22][CH2:21]1)(C(C)(C)C)(C1C=CC=CC=1)C1C=CC=CC=1>CO.C(Cl)(=O)C.[Cl-].[NH4+]>[CH2:28]([O:27][P:25]([O:30][CH2:31][CH3:32])([C@H:23]1[S:22][CH2:21][C@H:20]([CH2:19][OH:18])[O:24]1)=[O:26])[CH3:29] |f:3.4|. Procedure: To a solution of cis and trans-5-t-butyldimethylsilyloxymethyl-2-(diethyloxyphosphinoyl)-1,3-oxathiolane (example 25) (4.00 g, 10.8 mmol) in MeOH (30 mL) was added a few drops of acetyl chloride (200 μL) at 0° C. The mixture was stirred at 0° C. for 1 hr. and at room temperature for 18 hr. A few drops of ammonium chloride was added and the solvent was evaporated under reduced pressure. The crude material was purified by several flash chromatography with a mixture of dichloromethane and methanol ... The reactants are C(C1=CC=CC=C1)OC(=O)NCCN1C([C@@](OC2=C1C=C(C(=C2)C(F)(F)F)C(=O)OC)(C2=CC=CC=C2)C)=O (Methyl (2S)-4-(2-{[(benzyloxy)carbonyl]amino}ethyl)-2-methyl-3-oxo-2-phenyl-7-(trifluoro-methyl)-3,4-dihydro-2H-1,4-benzoxazine-6-carboxylate), [OH-].[Na+] (sodium hydroxide). Solvent: O1CCOCC1 (1,4-dioxane). Run at temperature 50 celsius, time 6 hour. Product: C(C1=CC=CC=C1)OC(=O)NCCN1C([C@@](OC2=C1C=C(C(=C2)C(F)(F)F)C(=O)O)(C2=CC=CC=C2)C)=O ((2S)-4-(2-{[(benzyloxy)carbonyl]amino}ethyl)-2-methyl-3-oxo-2-phenyl-7-(trifluoromethyl)-3,4-dihydro-2H-1,4-benzoxazine-6-carboxylic acid). Yield: 184.7%. RXN SMILES: [CH2:1]([O:8][C:9]([NH:11][CH2:12][CH2:13][N:14]1[C:19]2[CH:20]=[C:21]([C:28]([O:30]C)=[O:29])[C:22]([C:24]([F:27])([F:26])[F:25])=[CH:23][C:18]=2[O:17][C@@:16]([CH3:38])([C:32]2[CH:37]=[CH:36][CH:35]=[CH:34][CH:33]=2)[C:15]1=[O:39])=[O:10])[C:2]1[CH:7]=[CH:6][CH:5]=[CH:4][CH:3]=1.[OH-].[Na+]>O1CCOCC1>[CH2:1]([O:8][C:9]([NH:11][CH2:12][CH2:13][N:14]1[C:19]2[CH:20]=[C:21]([C:28]([OH:30])=[O:29])[C:22]([C:24]([F:27])([F:26])[F:25])=[CH:23][C:18]=2[O:17][C@@:16]([CH3:38])([C:32]2[CH:37]=[CH:36][CH:35]=[CH:34][CH:33]=2)[C:15]1=[O:39])=[O:10])[C:2]1[CH:3]=[CH:4][CH:5]=[CH:6][CH:7]=1 |f:1.2|. Reported procedure: Methyl (2S)-4-(2-{[(benzyloxy)carbonyl]amino}ethyl)-2-methyl-3-oxo-2-phenyl-7-(trifluoro-methyl)-3,4-dihydro-2H-1,4-benzoxazine-6-carboxylate (1.1117 g) was dissolved in 1,4-dioxane (20 ml), and thereto was added 4N-aqueous sodium hydroxide solution (20 ml), and the mixture was stirred at 50° C. for 6 hours. The mixture was cooled to room temperature, and concentrated under reduced pressure to remove 1,4-dioxane. The residue was diluted with water, and the pH value thereof was adjusted to pH 1 w...